Dataset: the Open Reaction Database (ORD), a public repository of structured organic reaction records. Task: describe an organic reaction: reactants, conditions, products, and yield Reactants: N#Cc1ccc(C(=O)N=C=O)cc1, CC#N, CCN(C(C)C)C(C)C, Cl, COC(=O)COc1ccc(N)cc1. The product is COC(=O)COc1ccc(NC(=O)NC(=O)c2ccc(C#N)cc2)cc1. RXN SMILES: [C:24](#[N:25])[c:26]1[cH:27][cH:28][c:29]([C:30](=[O:31])[N:32]=[C:33]=[O:34])[cH:35][cH:36]1.[CH3:37][C:38]#[N:39].[CH:15]([N:16]([CH:17]([CH3:18])[CH3:19])[CH2:20][CH3:21])([CH3:22])[CH3:23].[ClH:14].[NH2:1][c:2]1[cH:3][cH:4][c:5]([O:6][CH2:7][C:8](=[O:9])[O:10][CH3:11])[cH:12][cH:13]1>>[NH:1]([c:2]1[cH:3][cH:4][c:5]([O:6][CH2:7][C:8](=[O:9])[O:10][CH3:11])[cH:12][cH:13]1)[C:33]([NH:32][C:30]([c:29]1[cH:28][cH:27][c:26]([C:24]#[N:25])[cH:36][cH:35]1)=[O:31])=[O:34]. RXN SMILES: [Cl-].[NH4+].[F:3][C:4]1[CH:16]=[C:15]([N+:17]([O-])=O)[CH:14]=[CH:13][C:5]=1[C:6]([O:8][C:9]([CH3:12])([CH3:11])[CH3:10])=[O:7]>C(O)C.O.[Fe]>[NH2:17][C:15]1[CH:14]=[CH:13][C:5]([C:6]([O:8][C:9]([CH3:11])([CH3:12])[CH3:10])=[O:7])=[C:4]([F:3])[CH:16]=1 |f:0.1|. Reagents/catalysts: [Fe] (iron). Conditions: temperature 95 celsius, time 30 minute. Product: NC1=CC(=C(C(=O)OC(C)(C)C)C=C1)F (tert-Butyl 4-amino-2-fluorobenzoate). Run in C(C)O (ethanol), O (water). The reactants are [Cl-].[NH4+] (ammonium chloride), FC1=C(C(=O)OC(C)(C)C)C=CC(=C1)[N+](=O)[O-] (tert-butyl 2-fluoro-4-nitrobenzoate). Procedure details: A solution of 1.109 g (20.73 mmol, 10 eq.) of ammonium chloride in 6.25 ml of ethanol and 3.125 ml of water was heated to 95° C., and 500 mg (2.07 mmol) of tert-butyl 2-fluoro-4-nitrobenzoate were added. 347 mg (6.22 mmol, 3 eq.) of iron powder were added in small portions over 1 h. The reaction mixture was then stirred at 95° C. for 30 min, and the hot mixture was then filtered through kieselguhr. The filter cake was washed with ethanol and the filtrate was freed from ethanol under reduced pres... Run in CO (CH3OH). RXN SMILES: [ClH:1].C[O:3][C:4]1[CH:13]=[CH:12][CH:11]=[C:10]2[C:5]=1[CH2:6][CH2:7][C@H:8]([N:15]([CH2:19][CH2:20][CH3:21])[CH2:16][CH2:17][CH3:18])[C@@H:9]2[CH3:14].Br>CO>[ClH:1].[OH:3][C:4]1[CH:13]=[CH:12][CH:11]=[C:10]2[C:5]=1[CH2:6][CH2:7][C@H:8]([N:15]([CH2:16][CH2:17][CH3:18])[CH2:19][CH2:20][CH3:21])[C@@H:9]2[CH3:14] |f:0.1,4.5|. Procedure details: (-)-cis-5-Methoxy-1-methyl-2-(di-n-propylamino)tetralin hydrochloride (0.37 g, 0.0012 mol) was treated with 48% HBr (15 ml) as described above to give (-)-cis-5-hydroxy-1-methyl-2-(di-n-propylamino)tetralin hydrochloride (0.26 g, 55%) m.p. 228°-229° C., [α]D22 =-50.1 (c=1.1, CH3OH). Isolated yield 72.7%. Yields the product Cl.OC1=C2CC[C@@H]([C@@H](C2=CC=C1)C)N(CCC)CCC ((-)-cis-5-hydroxy-1-methyl-2-(di-n-propylamino)tetralin hydrochloride). The reactants are Cl.COC1=C2CC[C@@H]([C@@H](C2=CC=C1)C)N(CCC)CCC ((-)-cis-5-Methoxy-1-methyl-2-(di-n-propylamino)tetralin hydrochloride), Br (HBr). Starting materials: [BH4-], CO, COc1ccc2c(c1)CCN=C2C, Cl, Cl, [Na+], [Na+], [OH-]. The product is COc1ccc2c(c1)CCNC2C, Cl. Reaction SMILES: [BH4-:17].[CH3:20][OH:21].[CH3:2][O:3][c:4]1[cH:5][c:6]2[c:11]([cH:12][cH:13]1)[C:10]([CH3:14])=[N:9][CH2:8][CH2:7]2.[ClH:19].[ClH:1].[Na+:16].[Na+:18].[OH-:15]>>[CH3:2][O:3][c:4]1[cH:5][c:6]2[c:11]([cH:12][cH:13]1)[CH:10]([CH3:14])[NH:9][CH2:8][CH2:7]2.[ClH:1].